Dataset: the Open Reaction Database (ORD), a public repository of structured organic reaction records. Task: describe an organic reaction: reactants, conditions, products, and yield The reactants are CC(C)(C)OC(=O)NOCCBr, C1COCCN1, CCOC(C)=O, CN(C)C=O. Yields the product CC(C)(C)OC(=O)NOCCN1CCOCC1. Reaction SMILES: [C:1]([CH3:2])([CH3:3])([CH3:4])[O:5][C:6]([NH:7][O:8][CH2:9][CH2:10][Br:11])=[O:12].[CH2:13]1[CH2:14][O:15][CH2:16][CH2:17][NH:18]1.[CH3:24][CH2:25][O:26][C:27]([CH3:28])=[O:29].[O:19]=[CH:20][N:21]([CH3:22])[CH3:23]>>[C:1]([CH3:2])([CH3:3])([CH3:4])[O:5][C:6]([NH:7][O:8][CH2:9][CH2:10][N:18]1[CH2:13][CH2:14][O:15][CH2:16][CH2:17]1)=[O:12]. The reactants are CN(Cc1ccc(-c2nnc(-c3nc(N4CC5CCC(CS(=O)(=O)[O-])C5C4)cnc3N(C(=O)OC(C)(C)C)C(=O)OC(C)(C)C)o2)cc1)C(=O)OC(C)(C)C, [N-]=[N+]=[N-], [Na+], CN(C)C=O. The product is CN(Cc1ccc(-c2nnc(-c3nc(N4CC5CCC(N=[N+]=[N-])C5C4)cnc3N(C(=O)OC(C)(C)C)C(=O)OC(C)(C)C)o2)cc1)C(=O)OC(C)(C)C. RXN SMILES: [C:1]([CH3:2])([CH3:3])([CH3:4])[O:5][C:6](=[O:7])[N:8]([c:9]1[n:10][cH:11][c:12]([N:36]2[CH2:37][CH:38]3[CH:39]([CH2:40]2)[CH2:41][CH2:42][CH:43]3[CH2:44][S:45]([O-:46])(=[O:47])=[O:48])[n:13][c:14]1-[c:15]1[o:16][c:17](-[c:20]2[cH:21][cH:22][c:23]([CH2:26][N:27]([CH3:28])[C:29](=[O:30])[O:31][C:32]([CH3:33])([CH3:34])[CH3:35])[cH:24][cH:25]2)[n:18][n:19]1)[C:49](=[O:50])[O:51][C:52]([CH3:53])([CH3:54])[CH3:55].[N-:57]=[N+:58]=[N-:59].[Na+:56].[O:60]=[CH:61][N:62]([CH3:63])[CH3:64]>>[C:1]([CH3:2])([CH3:3])([CH3:4])[O:5][C:6](=[O:7])[N:8]([c:9]1[n:10][cH:11][c:12]([N:36]2[CH2:37][CH:38]3[CH:39]([CH2:40]2)[CH2:41][CH2:42][CH:43]3[N:57]=[N+:58]=[N-:59])[n:13][c:14]1-[c:15]1[o:16][c:17](-[c:20]2[cH:21][cH:22][c:23]([CH2:26][N:27]([CH3:28])[C:29](=[O:30])[O:31][C:32]([CH3:33])([CH3:34])[CH3:35])[cH:24][cH:25]2)[n:18][n:19]1)[C:49](=[O:50])[O:51][C:52]([CH3:53])([CH3:54])[CH3:55]. As a reaction SMILES: [Br:24][c:25]1[n:26][c:27]([CH2:31][Br:32])[cH:28][cH:29][cH:30]1.[CH3:1][c:2]1[cH:3][cH:4][c:5]([C:9](=[O:10])[c:11]2[cH:12][nH:13][c:14]3[cH:15][cH:16][cH:17][cH:18][c:19]3[c:20]2=[O:21])[n:6][c:7]1[CH3:8].[CH3:33][N:34]([CH3:35])[CH:36]=[O:37].[H-:22].[Na+:23]>>[CH3:1][c:2]1[cH:3][cH:4][c:5]([C:9](=[O:10])[c:11]2[cH:12][n:13]([CH2:31][c:27]3[n:26][c:25]([Br:24])[cH:30][cH:29][cH:28]3)[c:14]3[cH:15][cH:16][cH:17][cH:18][c:19]3[c:20]2=[O:21])[n:6][c:7]1[CH3:8]. Product: Cc1ccc(C(=O)c2cn(Cc3cccc(Br)n3)c3ccccc3c2=O)nc1C. Reactants: BrCc1cccc(Br)n1, Cc1ccc(C(=O)c2c[nH]c3ccccc3c2=O)nc1C, CN(C)C=O, [H-], [Na+]. Reactants: FC1=CC(=C(C=C1)N)N (4-fluoro-1,2-diaminobenzene), FC1=CC(=C(N)C=C1F)[N+](=O)[O-] (4,5-difluoro-2-nitroaniline), [Cl-].[Cl-].[Ca+2] (CaCl2), FC1=CC(=C(C=C1)N)N (4-fluoro-1,2-diaminobenzene). Reagents/catalysts: [Zn] (Zn). Solvent: O (H2O), CCO (EtOH), CCO (EtOH), O (H2O). The product is FC1=CC(=C(C=C1F)N)N (4,5-Difluoro-1,2-diaminobenzene), brown crystalline solid. The yield is 67.3%. Reaction SMILES: [Cl-].[Cl-].[Ca+2].FC1C=CC(N)=C(N)C=1.[F:13][C:14]1[C:20]([F:21])=[CH:19][C:17]([NH2:18])=[C:16]([N+:22]([O-])=O)[CH:15]=1>CCO.O.[Zn]>[F:13][C:14]1[C:20]([F:21])=[CH:19][C:17]([NH2:18])=[C:16]([NH2:22])[CH:15]=1 |f:0.1.2|. Procedure: 4,5-Difluoro-1,2-diaminobenzene was prepared using an adaptation of the method of Tsuji et al., (Tsuji, Y. et al., J. Org. Chem. 55: 580 (1990)). Zn powder (942 mg, 14.4 mmol), CaCl2 (94.4 mg), H2O (1.0 mL) and 4.0 mL EtOH were combined and brought to reflux as described for 4-fluoro-1,2-diaminobenzene (see Example 11) and to this mixture was added slowly dropwise a solution of 4,5-difluoro-2-nitroaniline (200 mg, 1.15 mmol) in 2 mL EtOH. Analysis and workup were as described for 4-fluoro-1,2-di...